This data is from the Open Reaction Database (ORD), a public repository of structured organic reaction records. The task is: describe an organic reaction: reactants, conditions, products, and yield The reactants are CO, CN(Cc1ccccc1)c1ccc(-c2ccc(OC3CN4CCC3CC4)cc2)cc1. Product: CNc1ccc(-c2ccc(OC3CN4CCC3CC4)cc2)cc1. Reaction SMILES: [CH3:31][OH:32].[N:1]12[CH2:2][CH:3]([O:9][c:10]3[cH:11][cH:12][c:13](-[c:16]4[cH:17][cH:18][c:19]([N:22]([CH3:23])[CH2:24][c:25]5[cH:26][cH:27][cH:28][cH:29][cH:30]5)[cH:20][cH:21]4)[cH:14][cH:15]3)[CH:4]([CH2:5][CH2:6]1)[CH2:7][CH2:8]2>>[N:1]12[CH2:2][CH:3]([O:9][c:10]3[cH:11][cH:12][c:13](-[c:16]4[cH:17][cH:18][c:19]([NH:22][CH3:23])[cH:20][cH:21]4)[cH:14][cH:15]3)[CH:4]([CH2:5][CH2:6]1)[CH2:7][CH2:8]2. The reactants are [N+](=O)([O-])C=1N=CNC1 (4-nitro-1H-imidazole), N1[C@H](C(=O)O)CCC1 (L-proline), IC1=CC(=CC=C1)C(F)(F)F (1-iodo-3-(trifluoromethyl)benzene), C([O-])([O-])=O.[K+].[K+] (potassium carbonate). Reagents/catalysts: [Cu]I (copper(I) iodide). Run in CS(=O)C (DMSO), C(C)(=O)OCC (ethyl acetate). Run at temperature 85 celsius, time 8 hour. The product is [N+](=O)([O-])C=1N=CN(C1)C1=CC(=CC=C1)C(F)(F)F (4-nitro-1-(3-(trifluoromethyl)phenyl)-1H-imidazole). Yield: 29.5%. RXN SMILES: [N+:1]([C:4]1[N:5]=[CH:6][NH:7][CH:8]=1)([O-:3])=[O:2].I[C:10]1[CH:15]=[CH:14][CH:13]=[C:12]([C:16]([F:19])([F:18])[F:17])[CH:11]=1.C(=O)([O-])[O-].[K+].[K+].N1CCC[C@H]1C(O)=O>CS(C)=O.C(OCC)(=O)C.[Cu]I>[N+:1]([C:4]1[N:5]=[CH:6][N:7]([C:10]2[CH:15]=[CH:14][CH:13]=[C:12]([C:16]([F:19])([F:18])[F:17])[CH:11]=2)[CH:8]=1)([O-:3])=[O:2] |f:2.3.4|. Procedure details: Into a 500-mL round bottom flask, was placed a solution of 4-nitro-1H-imidazole (10 g, 88.50 mmol, 1.00 equiv) in DMSO (50 mL), 1-iodo-3-(trifluoromethyl)benzene (24 g, 88.24 mmol, 1.00 equiv), potassium carbonate (25 g, 181.16 mmol, 2.00 equiv), copper(I) iodide (2.5 g, 13.16 mmol, 0.15 equiv), and L-proline (1.53 g, 13.30 mmol, 0.15 equiv). The resulting solution was stirred overnight at 85° C. in an oil bath. The resulting solution was diluted with 1000 mL of ethyl acetate. The solids were fi... Reactants: C(C)(C)(C)OC(NC1(COC(OC1)(C)C)\C=C\C1=CC(=C(C=C1)OCCCC1=CC(=CC=C1)Br)C(F)(F)F)=O ((E)-[5-(2-{4-[3-(3-bromophenyl)propoxy]-3-trifluoromethylphenyl}vinyl)-2,2-dimethyl-1,3-dioxan-5-yl]carbamic acid t-butyl ester), Cl (hydrochloric acid). Run in C(C)O (ethanol). Run at temperature 80 celsius, time 1 hour. Product: Cl.NC(CO)(CO)\C=C\C1=CC(=C(C=C1)OCCCC1=CC(=CC=C1)Br)C(F)(F)F ((E)-2-amino-2-(2-{4-[3-(3-bromophenyl)propoxy]-3-trifluoromethylphenyl}vinyl)propane-1,3-diol hydrochloride). As a reaction SMILES: C(OC(=O)[NH:7][C:8]1(/[CH:16]=[CH:17]/[C:18]2[CH:23]=[CH:22][C:21]([O:24][CH2:25][CH2:26][CH2:27][C:28]3[CH:33]=[CH:32][CH:31]=[C:30]([Br:34])[CH:29]=3)=[C:20]([C:35]([F:38])([F:37])[F:36])[CH:19]=2)[CH2:13][O:12]C(C)(C)[O:10][CH2:9]1)(C)(C)C.[ClH:40]>C(O)C>[ClH:40].[NH2:7][C:8](/[CH:16]=[CH:17]/[C:18]1[CH:23]=[CH:22][C:21]([O:24][CH2:25][CH2:26][CH2:27][C:28]2[CH:33]=[CH:32][CH:31]=[C:30]([Br:34])[CH:29]=2)=[C:20]([C:35]([F:38])([F:36])[F:37])[CH:19]=1)([CH2:13][OH:12])[CH2:9][OH:10] |f:3.4|. Procedure details: Compound 197-1 (290 mg) was dissolved in ethanol (15 ml), concentrated hydrochloric acid (1.5 ml) was added, and the mixture was stirred at 80° C. for 1 hr. The reaction mixture was concentrated, and the residue was washed with diethyl ether to give the object product (200 mg) as a white powder. Reactants: O1[C@H](COC2=C1C=CC=C2)C(=O)N2C[C@H](CCC2)C2=CC(=CC=C2)F ((R)-2,3-Dihydrobenzo[1,4]dioxin-2-yl-[(R*)-3-(3-fluorophenyl)piperidin-1-yl]methanone). Run in C1CCOC1 (THF). Product: O1[C@H](COC2=C1C=CC=C2)CN2C[C@H](CCC2)C2=CC(=CC=C2)F ((R*)-1-[(S)-1-(2,3-Dihydrobenzo[1,4]dioxin-2-yl)methyl]-3-(3-fluorophenyl)piperidine). The yield is 111.4%. As a reaction SMILES: [O:1]1[C:6]2[CH:7]=[CH:8][CH:9]=[CH:10][C:5]=2[O:4][CH2:3][C@@H:2]1[C:11]([N:13]1[CH2:18][CH2:17][CH2:16][C@H:15]([C:19]2[CH:24]=[CH:23][CH:22]=[C:21]([F:25])[CH:20]=2)[CH2:14]1)=O>C1COCC1>[O:1]1[C:6]2[CH:7]=[CH:8][CH:9]=[CH:10][C:5]=2[O:4][CH2:3][C@@H:2]1[CH2:11][N:13]1[CH2:18][CH2:17][CH2:16][C@H:15]([C:19]2[CH:24]=[CH:23][CH:22]=[C:21]([F:25])[CH:20]=2)[CH2:14]1. Procedure details: (R)-2,3-Dihydrobenzo[1,4]dioxin-2-yl-[(R*)-3-(3-fluorophenyl)piperidin-1-yl]methanone (1.21 g, 3.51 mmol) was treated with BH3 THF according to the above general procedure. 1.28 g crude product was obtained. Procedure details: A mixture of 4.5 g of 6-[(2-methylbenzeneacetyl)amino]pyridine-3-carboxylic acid and 25 ml of thionyl chloride is refluxed for 1 hour and then concentrated to dryness under vacuum. To the residue is added 20 ml of toluene and the solvent removed under vacuum. The addition and removal of toluene is repeated and the residual solid dried at room temperature under vacuum to give 5.3 g of dark brown solid. Yields the product CC1=C(C=CC=C1)CC(=O)NC1=CC=C(C=N1)C(=O)Cl (6-[(2-Methylbenzeneacetyl)amino]pyridine-3-carbonyl chloride). The reactants are CC1=C(C=CC=C1)CC(=O)NC1=CC=C(C=N1)C(=O)O (6-[(2-methylbenzeneacetyl)amino]pyridine-3-carboxylic acid), S(=O)(Cl)Cl (thionyl chloride). Reaction SMILES: [CH3:1][C:2]1[CH:7]=[CH:6][CH:5]=[CH:4][C:3]=1[CH2:8][C:9]([NH:11][C:12]1[N:17]=[CH:16][C:15]([C:18]([OH:20])=O)=[CH:14][CH:13]=1)=[O:10].S(Cl)([Cl:23])=O>>[CH3:1][C:2]1[CH:7]=[CH:6][CH:5]=[CH:4][C:3]=1[CH2:8][C:9]([NH:11][C:12]1[N:17]=[CH:16][C:15]([C:18]([Cl:23])=[O:20])=[CH:14][CH:13]=1)=[O:10]. Reactants: C(C)OC(CCCCOC1=C(C=CC=C1)C=CC1=NC=CC=C1)=O (5-{2-[2-(2-Pyridinyl)-ethenyl]-phenoxy}-valeric acid ethyl ester), C([O-])([O-])=O.[K+].[K+] (potassium carbonate). Run in C(C)O (ethanol). Product: N1=C(C=CC=C1)C=CC1=C(OCCCCC(=O)O)C=CC=C1 (5-{2-[2-(2-Pyridinyl)-ethenyl]-phenoxy}-valeric acid). The yield is 40.7%. Reaction SMILES: C([O:3][C:4](=[O:24])[CH2:5][CH2:6][CH2:7][CH2:8][O:9][C:10]1[CH:15]=[CH:14][CH:13]=[CH:12][C:11]=1[CH:16]=[CH:17][C:18]1[CH:23]=[CH:22][CH:21]=[CH:20][N:19]=1)C.C(=O)([O-])[O-].[K+].[K+]>C(O)C>[N:19]1[CH:20]=[CH:21][CH:22]=[CH:23][C:18]=1[CH:17]=[CH:16][C:11]1[CH:12]=[CH:13][CH:14]=[CH:15][C:10]=1[O:9][CH2:8][CH2:7][CH2:6][CH2:5][C:4]([OH:24])=[O:3] |f:1.2.3|. Procedure: A mixture of 32.5 g (0.1 mol) of compound of Example 6, 450 ml 50 percent ethanol and 27 g potassium carbonate is heated under reflux for 2 h, evaporated, the residue taken up in water, washed with ether, the aqueous phase adjusted to pH 6.5 and the precipitate filtered off. After trituration with ether, one isolates 12.1 g of title compound (41% of theory) of the m.p. 90°-93° C. Reactants: NCCN(C=1C(=CC2=C(N(N=C2C1)C1=CC=C(C=C1)Br)C(=O)NC)C1CC1)S(=O)(=O)C (6-[(2-aminoethyl)(methylsulfonyl)amino]-2-(4-bromophenyl)-5-cyclopropyl-N-methyl-2H-indazole-3-carboxamide), [C@@H]1([C@H](CCC1)C(=O)O)C(=O)O (cis-1,2-cyclopentanedicarboxylic acid), N1=CC=CC=C1 (pyridine). The product is BrC1=CC=C(C=C1)N1N=C2C=C(C(=CC2=C1C(NC)=O)C1CC1)N(CCCNC(=O)[C@@H]1[C@@H](CCC1)C(=O)O)S(=O)(=O)C ((1R,2S)-2-[(3-{[2-(4-Bromophenyl)-5-cyclopropyl-3-(methylcarbamoyl)-2H-indazol-6-yl](methylsulfonyl)amino}propyl)carbamoyl]cyclopentanecarboxylic acid). The yield is 8.0%. As a reaction SMILES: NC[CH2:3][N:4]([S:28]([CH3:31])(=[O:30])=[O:29])[C:5]1[C:6]([CH:25]2[CH2:27][CH2:26]2)=[CH:7][C:8]2[C:12]([CH:13]=1)=[N:11][N:10]([C:14]1[CH:19]=[CH:18][C:17]([Br:20])=[CH:16][CH:15]=1)[C:9]=2[C:21]([NH:23][CH3:24])=[O:22].[C@@H:32]1([C:40]([OH:42])=[O:41])[CH2:36][CH2:35][CH2:34][C@@H:33]1[C:37]([OH:39])=O.[N:43]1C=CC=[CH:45][CH:44]=1>>[Br:20][C:17]1[CH:18]=[CH:19][C:14]([N:10]2[C:9]([C:21](=[O:22])[NH:23][CH3:24])=[C:8]3[C:12]([CH:13]=[C:5]([N:4]([S:28]([CH3:31])(=[O:30])=[O:29])[CH2:3][CH2:45][CH2:44][NH:43][C:37]([C@H:33]4[CH2:34][CH2:35][CH2:36][C@H:32]4[C:40]([OH:42])=[O:41])=[O:39])[C:6]([CH:25]4[CH2:27][CH2:26]4)=[CH:7]3)=[N:11]2)=[CH:15][CH:16]=1. Procedure details: A mixture of Compound (7) (6.4 mg, 0.012 mmol) and cis-1,2-cyclopentanedicarboxylic acid (1.9 mg, 0.014 mmol) in pyridine (0.2 mL) was stirred at RT over the weekend. The solvent was removed under pressure. The crude material was purified by preparative LCMS (5-100% ACN in 0.1% aqueous formic acid) to afford Compound (63) as a white solid (0.7 mg, 8%). ESI-MS m/z calculated for [M+H]+: 660.2/662.2; found: 660.0/662.0; 1H NMR (400 MHz, CDCl3) δ 7.93 (s, 0.5H), 7.87 (s, 0.5H), 7.71 (d, J=8.7 Hz, 2... The reactants are CO (MeOH), ClC=1N(C(C2=C(N1)SC=N2)=O)C2=CC=C(C=C2)F (5-Chloro-6-(4-fluorophenyl)[1,3]thiazolo[5,4-d]pyrimidin-7(6H)-one), FC1=C(C=CC(=C1)F)O (2.4-difluorophenol). Solvent: C(Cl)Cl (CH2Cl2). Conditions: temperature 140 celsius, time 48 hour. Product: FC1=C(OC=2N(C(C3=C(N2)SC=N3)=O)C3=CC=C(C=C3)F)C=CC(=C1)F (5-(2,4-Difluorophenoxy)-6-(4-fluorophenyl)[1,3]thiazolo[5,4-d]pyrimidin-7(6H)-one). As a reaction SMILES: Cl[C:2]1[N:3]([C:12]2[CH:17]=[CH:16][C:15]([F:18])=[CH:14][CH:13]=2)[C:4](=[O:11])[C:5]2[N:10]=[CH:9][S:8][C:6]=2[N:7]=1.[F:19][C:20]1[CH:25]=[C:24]([F:26])[CH:23]=[CH:22][C:21]=1[OH:27].CO>C(Cl)Cl>[F:19][C:20]1[CH:25]=[C:24]([F:26])[CH:23]=[CH:22][C:21]=1[O:27][C:2]1[N:3]([C:12]2[CH:17]=[CH:16][C:15]([F:18])=[CH:14][CH:13]=2)[C:4](=[O:11])[C:5]2[N:10]=[CH:9][S:8][C:6]=2[N:7]=1. Procedure details: 5-Chloro-6-(4-fluorophenyl)[1,3]thiazolo[5,4-d]pyrimidin-7(6H)-one (0.2 mmol) and 2.4-difluorophenol (0.4 mmol) are added to a vial, and the sealed mixture is heated with stirring at 140° C. for 48 h. Silica gel column chromatography (MeOH:CH2Cl2=0.5:99.5) gives the title compound as a slightly yellow solid. 1H NMR (400 MHz, CDCl3) 8.70 (1H, s), 7.36 (2H, m), 7.26 (2H, m), 7.14 (1H, m), 6.94 (2H, m). MS (M+1): 376.03; RT=1.33 min.